Dataset: the Open Reaction Database (ORD), a public repository of structured organic reaction records. Task: describe an organic reaction: reactants, conditions, products, and yield Yields the product CCOC(=O)c1ccc(N2CCN(c3ccc(C(=O)Nc4ccc(C)c(I)c4)cn3)CC2)cc1. RXN SMILES: [CH2:28]([CH3:29])[O:30][C:31]([c:32]1[cH:33][cH:34][c:35]([N:38]2[CH2:39][CH2:40][NH:41][CH2:42][CH2:43]2)[cH:36][cH:37]1)=[O:44].[CH3:45][N:46]([c:47]1[cH:48][cH:49][n:50][cH:51][cH:52]1)[CH3:53].[CH:19]([N:20]([CH:21]([CH3:22])[CH3:23])[CH2:24][CH3:25])([CH3:26])[CH3:27].[Cl:1][c:2]1[n:3][cH:4][c:5]([C:6](=[O:7])[NH:8][c:9]2[cH:10][c:11]([I:16])[c:12]([CH3:15])[cH:13][cH:14]2)[cH:17][cH:18]1.[O:54]1[CH2:55][CH2:56][O:57][CH2:58][CH2:59]1>>[c:2]1([N:41]2[CH2:40][CH2:39][N:38]([c:35]3[cH:34][cH:33][c:32]([C:31]([O:30][CH2:28][CH3:29])=[O:44])[cH:37][cH:36]3)[CH2:43][CH2:42]2)[n:3][cH:4][c:5]([C:6](=[O:7])[NH:8][c:9]2[cH:10][c:11]([I:16])[c:12]([CH3:15])[cH:13][cH:14]2)[cH:17][cH:18]1. Starting materials: CCOC(=O)c1ccc(N2CCNCC2)cc1, CN(C)c1ccncc1, CCN(C(C)C)C(C)C, Cc1ccc(NC(=O)c2ccc(Cl)nc2)cc1I, C1COCCO1. Reactants: CN(C)C=O, COc1cc(C(=O)O)ccc1NC(=O)c1cc(F)ccc1Cl, O=C(Cl)C(=O)Cl, ClCCl. Product: COc1cc(C(=O)Cl)ccc1NC(=O)c1cc(F)ccc1Cl. Reaction SMILES: [CH3:23][N:24]([CH3:25])[CH:26]=[O:27].[Cl:1][c:2]1[c:3]([C:4](=[O:5])[NH:6][c:7]2[c:8]([O:16][CH3:17])[cH:9][c:10]([C:11](=[O:12])[OH:13])[cH:14][cH:15]2)[cH:18][c:19]([F:22])[cH:20][cH:21]1.[Cl:28][C:29]([C:30]([Cl:31])=[O:32])=[O:33].[Cl:34][CH2:35][Cl:36]>>[Cl:1][c:2]1[c:3]([C:4](=[O:5])[NH:6][c:7]2[c:8]([O:16][CH3:17])[cH:9][c:10]([C:11](=[O:12])[Cl:28])[cH:14][cH:15]2)[cH:18][c:19]([F:22])[cH:20][cH:21]1. Reactants: O (water), OC1=CC=C(C=C1)CC(C)=O (1-(4-hydroxyphenyl)-2-propanone), BrCCC (1-bromopropane), C([O-])([O-])=O.[K+].[K+] (potassium carbonate). Run in CN(C=O)C (N,N-dimethylformamide). The product is C(CC)OC1=CC=C(C=C1)CC(C)=O (1-(4-Propoxyphenyl)-2-propanone). The yield is 79.2%. Reaction SMILES: [OH:1][C:2]1[CH:7]=[CH:6][C:5]([CH2:8][C:9](=[O:11])[CH3:10])=[CH:4][CH:3]=1.Br[CH2:13][CH2:14][CH3:15].C(=O)([O-])[O-].[K+].[K+].O>CN(C)C=O>[CH2:13]([O:1][C:2]1[CH:3]=[CH:4][C:5]([CH2:8][C:9](=[O:11])[CH3:10])=[CH:6][CH:7]=1)[CH2:14][CH3:15] |f:2.3.4|. Reported procedure: A suspension of 15.0 g of 1-(4-hydroxyphenyl)-2-propanone, 24.6 g of 1-bromopropane and 13.8 g of potassium carbonate in 100 ml of N,N-dimethylformamide was heated for 4 hours at 65°-70° C. After cooling, the reaction mixture was poured into water and extracted with ether. The extract was washed with water, dried and evaporated. The residue was distilled to give 15.2 g of the desired compound as a pale yellow oil, b.p.136°-138° C. (7 mmHg). Reactants: O1C(=CC=C1)C(C(C#C)C)O (1-(2-Furyl)-2-methyl-3-butyn-1-ol), C(O)([O-])=O.[Na+] (sodium hydrogen carbonate). Solvent: CC(=O)C (acetone), O (water). Run at time 48 hour. Yields the product OC1C(C(C=C1)=O)C(C#C)C ((±)-3-hydroxy-2-(1-methyl-2-propynyl)-4-cyclopenten-1-one). The yield is 52.0%. Reaction SMILES: [O:1]1[CH:5]=[CH:4][CH:3]=[C:2]1[CH:6](O)[CH:7]([CH3:10])[C:8]#[CH:9].C(=O)([O-])[OH:13].[Na+]>CC(C)=O.O>[OH:1][CH:5]1[CH:4]=[CH:3][C:2](=[O:13])[CH:6]1[CH:7]([CH3:10])[C:8]#[CH:9] |f:1.2|. Procedure details: 1-(2-Furyl)-2-methyl-3-butyn-1-ol (15 g, 0.1 mole) was dissolved in a 2:1 mixture (150 ml) of acetone and water in a reactor, and p-toluenesulfonic acid (3 g) was dried. Thereafter, reaction was carried out at 50° to 60° C. for about 48 hours with stirring. After completion of the reaction, the reaction solution was cooled and neutralized with addition of a saturated aqueous solution (30 ml) of sodium hydrogen carbonate, followed by extraction with a solvent. The extrect was washed with water, d... Starting materials: [Br-], CC(C)(C)OC(=O)N(Cc1ccccc1)C(CO)Cc1ccccc1, O=C([O-])O, CC1(C)CCCC(C)(C)N1O, Cc1ccccc1, CCOC(C)=O, [Na+], [Na+], O. Yields the product CC(C)(C)OC(=O)N(Cc1ccccc1)C(C=O)Cc1ccccc1. As a reaction SMILES: [Br-:38].[C:1]([CH3:2])([CH3:3])([CH3:4])[O:5][C:6](=[O:7])[N:8]([CH:9]([CH2:10][c:11]1[cH:12][cH:13][cH:14][cH:15][cH:16]1)[CH2:17][OH:18])[CH2:19][c:20]1[cH:21][cH:22][cH:23][cH:24][cH:25]1.[C:39](=[O:40])([OH:41])[O-:42].[CH3:26][C:27]1([CH3:36])[N:28]([O:29])[C:30]([CH3:31])([CH3:32])[CH2:33][CH2:34][CH2:35]1.[CH3:44][c:45]1[cH:46][cH:47][cH:48][cH:49][cH:50]1.[CH3:52][CH2:53][O:54][C:55](=[O:56])[CH3:57].[Na+:37].[Na+:43].[OH2:51]>>[C:1]([CH3:2])([CH3:3])([CH3:4])[O:5][C:6](=[O:7])[N:8]([CH:9]([CH2:10][c:11]1[cH:12][cH:13][cH:14][cH:15][cH:16]1)[CH:17]=[O:18])[CH2:19][c:20]1[cH:21][cH:22][cH:23][cH:24][cH:25]1. The reactants are [BH4-], CC(=O)Cc1nc2cnc3ccccc3c2n1CC(C)C, CO, CCO, [Na+], O. Product: CC(C)Cn1c(CC(C)O)nc2cnc3ccccc3c21. As a reaction SMILES: [BH4-:22].[CH3:1][CH:2]([CH2:3][n:4]1[c:5]([CH2:17][C:18]([CH3:19])=[O:20])[n:6][c:7]2[cH:8][n:9][c:10]3[cH:11][cH:12][cH:13][cH:14][c:15]3[c:16]12)[CH3:21].[CH3:24][OH:25].[CH3:27][CH2:28][OH:29].[Na+:23].[OH2:26]>>[CH3:1][CH:2]([CH2:3][n:4]1[c:5]([CH2:17][CH:18]([CH3:19])[OH:20])[n:6][c:7]2[cH:8][n:9][c:10]3[cH:11][cH:12][cH:13][cH:14][c:15]3[c:16]12)[CH3:21]. Starting materials: COC(C1=C(C=C(C=C1)CBr)OC1=CC=CC=C1)=O (4-bromomethyl-2-phenoxybenzoic acid methyl ester), C1COCCOCCOCCOCCOCCO1 (18-crown-6), N1=CC(=CC=C1)OC=1C=NC=CC1.[K] (potassium 3-pyridyloxide). Solvent: C1(=CC=CC=C1)C (toluene), C1(=CC=CC=C1)C (toluene). Reaction conditions: temperature 70 celsius. The product is COC(C1=C(C=C(C=C1)COC=1C=NC=CC1)OC1=CC=CC=C1)=O (4-(3-pyridyloxymethyl)-2-phenoxybenzoic acid methyl ester). Isolated yield 70.7%. RXN SMILES: [CH3:1][O:2][C:3](=[O:19])[C:4]1[CH:9]=[CH:8][C:7]([CH2:10]Br)=[CH:6][C:5]=1[O:12][C:13]1[CH:18]=[CH:17][CH:16]=[CH:15][CH:14]=1.C1OCCOCCOCCOCCOCCOC1.[N:38]1[CH:43]=[CH:42][CH:41]=[C:40]([O:44]C2C=NC=CC=2)[CH:39]=1.[K]>C1(C)C=CC=CC=1>[CH3:1][O:2][C:3](=[O:19])[C:4]1[CH:9]=[CH:8][C:7]([CH2:10][O:44][C:40]2[CH:39]=[N:38][CH:43]=[CH:42][CH:41]=2)=[CH:6][C:5]=1[O:12][C:13]1[CH:18]=[CH:17][CH:16]=[CH:15][CH:14]=1 |f:2.3,^1:50|. Reported procedure: To a solution in toluene (25 mL) of 4-bromomethyl-2-phenoxybenzoic acid methyl ester (3.37 g), prepared as in Example 157E, was added 18-crown-6 (0.52 g) and the potassium 3-pyridyloxide (2.20 g). The reaction mixture was heated at 70° C. for 1 hour during which time a black, insoluble tar formed. The reaction mixture was cooled to ambient temperature and diluted with toluene. The toluene was decanted from the tar and the tar was dissolved in 1:1 THF-water (20 mL). The aqueous THF was added to t... Starting materials: C(CC)N1C(=O)N(C(=O)C(=C1N)N)CCC (1,3-dipropyl-5,6-diaminouracil), C12C(CC(CC1)C2)C(=O)O (bicyclo[2.2.1]heptane-2-carboxylic acid). Yields the product NC1=C(C(N(C(N1CCC)=O)CCC)=O)NC(=O)C1C2CCC(C1)C2 (6-amino-5-(bicyclo[2.2.1]heptan-2-yl)carbonylamino-1,3-dipropyluracil). Isolated yield 93.0%. RXN SMILES: [CH2:1]([N:4]1[C:11]([NH2:12])=[C:10]([NH2:13])[C:8](=[O:9])[N:7]([CH2:14][CH2:15][CH3:16])[C:5]1=[O:6])[CH2:2][CH3:3].[CH:17]12[CH2:23][CH:20]([CH2:21][CH2:22]1)[CH2:19][CH:18]2[C:24](O)=[O:25]>>[NH2:12][C:11]1[N:4]([CH2:1][CH2:2][CH3:3])[C:5](=[O:6])[N:7]([CH2:14][CH2:15][CH3:16])[C:8](=[O:9])[C:10]=1[NH:13][C:24]([CH:18]1[CH2:19][CH:20]2[CH2:23][CH:17]1[CH2:22][CH2:21]2)=[O:25]. Reported procedure: The substantially same operations as in Example 1 were repeated using 3.0 g (13.3 mmol) of 1,3-dipropyl-5,6-diaminouracil and 2.61 g (18.6 mmol) of bicyclo[2.2.1]heptane-2-carboxylic acid to afford 4.31 g (yield: 93%) of amorphous 6-amino-5-(bicyclo[2.2.1]heptan-2-yl)carbonylamino-1,3-dipropyluracil. Reactants: CC1=NN=C(S1)N1C(N(CCC1O)C)=O (Tetrahydro-1-(5-methyl-1,3,4-thiadiazol-2-yl)-3-methyl-6-hydroxy-2(1H)-pyrimidinone), CN=C=O (methyl isocyanate). The reagents and catalysts are C(C)N(CC)CC (triethylamine). Run at time 1 hour. The product is CC1=NN=C(S1)N1C(N(CCC1OC(NC)=O)C)=O (tetrahydro-1-(5-methyl-1,3,4-thiadiazol-2-yl)-3-methyl-6-(N-methylcarbamoyloxy)-2(1H)-pyrimidinone). Reaction SMILES: [CH3:1][C:2]1[S:6][C:5]([N:7]2[CH:12]([OH:13])[CH2:11][CH2:10][N:9]([CH3:14])[C:8]2=[O:15])=[N:4][N:3]=1.[CH3:16][N:17]=[C:18]=[O:19]>C(N(CC)CC)C>[CH3:1][C:2]1[S:6][C:5]([N:7]2[CH:12]([O:13][C:18](=[O:19])[NH:17][CH3:16])[CH2:11][CH2:10][N:9]([CH3:14])[C:8]2=[O:15])=[N:4][N:3]=1. Reported procedure: Tetrahydro-1-(5-methyl-1,3,4-thiadiazol-2-yl)-3-methyl-6-hydroxy-2(1H)-pyrimidinone (0.05 mole) and methyl isocyanate (3.5 ml; 0.06 mole) are charged into a glass reaction vessel equipped with a mechanical stirrer. The mixture is stirred and triethylamine (1 drop) is added thereto. After the addition is completed the reaction mixture is allowed to stand for a period of about 1 hour. The mixture is then washed with hexane and is dried to yield the desired product tetrahydro-1-(5-methyl-1,3,4-thia... Reactants: NC(O)(C[N+](C)(C)C)CC([O-])=O (aminocarnitine), C(C1=CC=CC=C1)C1=CC(=CC=C1)N=C=O (1-benzyl-3-isocyanatobenzene). Product: C(C1=CC=CC=C1)C=1C=C(C=CC1)NC(N[C@H](CC(=O)[O-])C[N+](C)(C)C)=O ((R)-3-(3-(3-benzylphenyl)ureido)-4-(trimethylammonio)butanoate). The yield is 93.4%. Reaction SMILES: [NH2:1][C:2]([CH2:9][C:10](=[O:12])[O-:11])([CH2:4][N+:5]([CH3:8])([CH3:7])[CH3:6])O.[CH2:13]([C:20]1[CH:25]=[CH:24][CH:23]=[C:22]([N:26]=[C:27]=[O:28])[CH:21]=1)[C:14]1[CH:19]=[CH:18][CH:17]=[CH:16][CH:15]=1>>[CH2:13]([C:20]1[CH:21]=[C:22]([NH:26][C:27](=[O:28])[NH:1][C@@H:2]([CH2:4][N+:5]([CH3:8])([CH3:7])[CH3:6])[CH2:9][C:10]([O-:11])=[O:12])[CH:23]=[CH:24][CH:25]=1)[C:14]1[CH:15]=[CH:16][CH:17]=[CH:18][CH:19]=1. Reported procedure: According to the method described in example S11, aminocarnitine (1.28 HBr salt, 68 mg, 0.31 mmol) was reacted with 1-benzyl-3-isocyanatobenzene (132 mg, 0.63 mmol) to yield the title compound as a white solid (107 mg, 92%). NMR (400 MHz, CD3OD) δ=ppm 7.11-7.29 (m, 8H), 6.83 (d, J=7.33 Hz, 1H), 4.58 (br. s, 1 H), 3.89 (s, 2 H), 3.71 (dd, J=13.64, 9.35 Hz, 1 H), 3.50 (d, J=13.39 Hz, 1 H), 3.17 (s, 9 H), 2.40-2.58 (m, 2 H). MS ESI [M+H]+, calcd for [C21H27N3O3+H]+ 370.46 found m/z 370.2 (100).